Dataset: the Open Reaction Database (ORD), a public repository of structured organic reaction records. Task: describe an organic reaction: reactants, conditions, products, and yield Starting materials: Cc1ccccc1, Cc1ccc(Cl)c(NC(=O)CC(CC(=O)OC(C)(C)C)c2noc(C3CC(CC(C)C)C3)c2C2CC2)c1, [Na+], [OH-], O, O=C(O)C(F)(F)F. The product is Cc1ccc(Cl)c(NC(=O)CC(CC(=O)O)c2noc(C3CC(CC(C)C)C3)c2C2CC2)c1. Reaction SMILES: [CH3:38][c:39]1[cH:40][cH:41][cH:42][cH:43][cH:44]1.[Cl:1][c:2]1[c:3]([NH:9][C:10](=[O:11])[CH2:12][CH:13]([CH2:14][C:15](=[O:16])[O:17][C:18]([CH3:19])([CH3:20])[CH3:21])[c:22]2[n:23][o:24][c:25]([CH:30]3[CH2:31][CH:32]([CH2:34][CH:35]([CH3:36])[CH3:37])[CH2:33]3)[c:26]2[CH:27]2[CH2:28][CH2:29]2)[cH:4][c:5]([CH3:8])[cH:6][cH:7]1.[Na+:53].[OH-:52].[OH2:54].[OH:45][C:46]([C:47]([F:48])([F:49])[F:50])=[O:51]>>[Cl:1][c:2]1[c:3]([NH:9][C:10](=[O:11])[CH2:12][CH:13]([CH2:14][C:15](=[O:16])[OH:17])[c:22]2[n:23][o:24][c:25]([CH:30]3[CH2:31][CH:32]([CH2:34][CH:35]([CH3:36])[CH3:37])[CH2:33]3)[c:26]2[CH:27]2[CH2:28][CH2:29]2)[cH:4][c:5]([CH3:8])[cH:6][cH:7]1. Starting materials: COC1=CC=C(C=C1)C=1C(OC2=CC=CC=C2C1O)=O (3-(4'-methoxyphenyl)-4-hydroxy-coumarin), O1CCN(CC1)CCCl (2-morpholino-1-chlorethane). Yields the product O1CCN(CC1)CCOC1=C(C(OC2=CC=CC=C12)=O)C1=CC=C(C=C1)OC (4-(2'-Morpholinoethoxy)-3-(4'-methoxyphenyl)-coumarin). Isolated yield 82.5%. RXN SMILES: [CH3:1][O:2][C:3]1[CH:8]=[CH:7][C:6]([C:9]2[C:10](=[O:20])[O:11][C:12]3[C:17]([C:18]=2[OH:19])=[CH:16][CH:15]=[CH:14][CH:13]=3)=[CH:5][CH:4]=1.[O:21]1[CH2:26][CH2:25][N:24]([CH2:27][CH2:28]Cl)[CH2:23][CH2:22]1>>[O:21]1[CH2:26][CH2:25][N:24]([CH2:27][CH2:28][O:19][C:18]2[C:17]3[C:12](=[CH:13][CH:14]=[CH:15][CH:16]=3)[O:11][C:10](=[O:20])[C:9]=2[C:6]2[CH:5]=[CH:4][C:3]([O:2][CH3:1])=[CH:8][CH:7]=2)[CH2:23][CH2:22]1. Procedure details: Obtained according to the method of Example 8, from 12.1 g. (0.045 mol) of 3-(4'-methoxyphenyl)-4-hydroxy-coumarin and 8.7 g. (0.058 mol) of 2-morpholino-1-chlorethane. After recrystallisation from ethanol, there are obtained 14.7 g. of a beige product; M.P. 104° C. Yield 82.5% (theoretical yield 17.1 g.). Reactants: O=[N+]([O-])c1cc(F)ccc1Br, CC(=O)O, CCO, [Fe]. Product: Nc1cc(F)ccc1Br. RXN SMILES: [Br:1][c:2]1[c:3]([N+:9]([O-:10])=[O:11])[cH:4][c:5]([F:8])[cH:6][cH:7]1.[C:12]([OH:13])(=[O:14])[CH3:15].[CH3:16][CH2:17][OH:18].[Fe:19]>>[Br:1][c:2]1[c:3]([NH2:9])[cH:4][c:5]([F:8])[cH:6][cH:7]1.